From a dataset of the Open Reaction Database (ORD), a public repository of structured organic reaction records. describe an organic reaction: reactants, conditions, products, and yield The product is BrC=1C=C(C=2N(C1)C=C(N2)C2=CC=C(C#N)C=C2)C (4-(6-Bromo-8-methyl-imidazo[1,2-a]pyridin-2-yl)-benzonitrile). Reported procedure: The same procedure described for 3a was used employing 4-Cyanophenacyl bromide and 2-Amino-5-bromo-3-methylpyridine. Yield 71%, mp 209-210° C. 1H NMR (DMSO-d6); δ 2.56 (s, 3H), 7.53 (s, 1H), 7.95 (d, J=8.1 Hz, 2H), 8.14 (d, J=8.1 Hz, 2H), 8.60 (s, 1H), 8.88 (s, 1H). 13C NMR; δ 143.3, 140.4, 133.3, 133.0, 128.1, 127.4, 127.0, 125.9, 119.2, 112.8, 111.2, 108.2, 16.7. MS (m/z, rel.int.); 312 (M+, 10), 230 (100), 217 (60), 205 (50). Reaction SMILES: BrC1OC(C2N=C3C=CC(C#N)=CN3C=2)=CC=1.[C:18]([C:20]1[CH:29]=[CH:28][C:23]([C:24](=O)[CH2:25]Br)=[CH:22][CH:21]=1)#[N:19].[NH2:30][C:31]1[C:36]([CH3:37])=[CH:35][C:34]([Br:38])=[CH:33][N:32]=1>>[Br:38][C:34]1[CH:35]=[C:36]([CH3:37])[C:31]2[N:32]([CH:25]=[C:24]([C:23]3[CH:28]=[CH:29][C:20]([C:18]#[N:19])=[CH:21][CH:22]=3)[N:30]=2)[CH:33]=1. The yield is 71.0%. Starting materials: BrC1=CC=C(O1)C=1N=C2N(C=C(C=C2)C#N)C1 (2-(5-Bromofuran-2-yl)-imidazo[1,2-a]pyridine-6-carbonitrile), ( 100 ), ( 60 ), C(#N)C1=CC=C(C(CBr)=O)C=C1 (4-Cyanophenacyl bromide), NC1=NC=C(C=C1C)Br (2-Amino-5-bromo-3-methylpyridine), ( 50 ). Reactants: C1CCOC1, CC1=C(C)c2ccsc2C1, CC1=Cc2sccc2C1C, [Li]CCCC, C[Si](C)(Cl)Cl. Yields the product CC1=C(C)C([Si](C)(C)Cl)c2sccc21. RXN SMILES: [CH2:31]1[O:32][CH2:33][CH2:34][CH2:35]1.[CH3:11][C:12]1=[C:19]([CH3:20])[CH2:18][c:17]2[c:13]1[cH:14][cH:15][s:16]2.[CH3:1][CH:2]1[C:3]([CH3:10])=[CH:4][c:5]2[s:6][cH:7][cH:8][c:9]21.[CH3:21][CH2:22][CH2:23][CH2:24][Li:25].[Cl:26][Si:27]([CH3:28])([CH3:29])[Cl:30]>>[CH3:1][C:2]1=[C:3]([CH3:10])[CH:4]([Si:27]([Cl:26])([CH3:28])[CH3:29])[c:5]2[s:6][cH:7][cH:8][c:9]21. The reactants are C(#N)C1=CC=C(C=2CCOC21)NC(C)=O (N-(7-Cyano-2,3-dihydrobenzofuran-4-yl)-acetamide), Cl.NC1=CC=C(C=2CCCCC12)C#N (4-Amino-5,6,7,8-tetrahydronaphthalene-1-carbonitrile, hydrochloride salt), O[C@@H]1CCN2C(N(C([C@@H]21)=O)C2=CC=C(C=1CCCCC21)C#N)=O ((7R,7aS)-4-(7-Hydroxy-1,3-dioxotetrahydropyrrolo[1,2-c]imidazol-2-yl)-5,6,7,8-tetrahydronaphthalene-1-carbonitrile). The product is O[C@@H]1CCN2C(N(C([C@@H]21)=O)C2=CC=C(C1=C2CCO1)C#N)=O ((7R,7aS)-4-(7-Hydroxy-1,3-dioxotetrahydropyrrolo[1,2-c]imidazol-2-yl)-2,3-dihydrobenzofuran-7-carbonitrile). Reaction SMILES: [C:1]([C:3]1[C:11]2[O:10][CH2:9][CH2:8][C:7]=2[C:6]([NH:12][C:13](=[O:15])[CH3:14])=[CH:5][CH:4]=1)#[N:2].Cl.NC1C2CCCCC=2C(C#N)=CC=1.[OH:30][C@H:31]1[C@@H]2[N:34]([C:35](=[O:52])N(C3C4CCCCC=4C(C#N)=CC=3)C2=O)[CH2:33][CH2:32]1>>[OH:30][C@H:31]1[C@@H:14]2[N:34]([C:35](=[O:52])[N:12]([C:6]3[C:7]4[CH2:8][CH2:9][O:10][C:11]=4[C:3]([C:1]#[N:2])=[CH:4][CH:5]=3)[C:13]2=[O:15])[CH2:33][CH2:32]1 |f:1.2|. Procedure: The title compound as a white solid was prepared from compound 4B by procedures analogous to those described in Example 2 (from 2D to 2F). HPLC: 100% at 3.43 min (retention time) (Conditions: Zorbax SB C18 (4.6×75 mm); Eluted with 0% to 100% B, 8 min gradient (A=90% H2O-10% MeOH-0.1% H3PO4 and B=10% H2O-90% MeOH-0.1% H3PO4). Flow rate at 2.5 mL/min. UV detection at 220 nm.). Chiral HPLC: retention time=13.69 min (100%); Conditions: OD (4.6×250 mm); Eluted with 25% isopropanol in hexane for 30 mi... Starting materials: C(C)(C)(C)C1=C(C(=CC=C1)C(C)(C)C)O (2,6-di-t-butylphenol), C(C=C)(=O)OC (methyl acrylate), OS(=O)(=O)O (H2SO4), NO (aminoalcohol), ester, CNCCO (N-methylethanolamine), ester, C1(=CC=CC=C1)O (phenol), C[O-].[Na+] (sodium methoxide), C(C=C)(=O)OC (methyl acrylate). Solvent: CO (methanol). Reaction conditions: temperature 75 celsius. Yields the product OCCN(C(C(C)C1=CC(=C(C(=C1)C(C)(C)C)O)C(C)(C)C)=O)C (N-(2-hydroxyethyl)-N-methyl-3,5-di tert.butyl-4-hydroxyphenyl propionamide). Isolated yield 95.0%. RXN SMILES: [C:1]([C:5]1[CH:10]=[CH:9][CH:8]=[C:7]([C:11]([CH3:14])([CH3:13])[CH3:12])[C:6]=1[OH:15])([CH3:4])([CH3:3])[CH3:2].[C:16]1([OH:22])[CH:21]=[CH:20]C=CC=1.C[O-].[Na+].C(OC)(=O)C=C.OS(O)(=O)=O.NO.[CH3:39][NH:40][CH2:41][CH2:42][OH:43]>CO>[OH:43][CH2:42][CH2:41][N:40]([CH3:39])[C:16](=[O:22])[CH:21]([C:9]1[CH:10]=[C:5]([C:1]([CH3:4])([CH3:3])[CH3:2])[C:6]([OH:15])=[C:7]([C:11]([CH3:14])([CH3:13])[CH3:12])[CH:8]=1)[CH3:20] |f:2.3|. Procedure: To a 5000 cc round bottom flask under nitrogen was charged 618.0 g (3.0 moles) 2,6-di-t-butylphenol. To the molten phenol at about 40° C was added 18.0 g (0.33 mole) fresh sodium methoxide powder. The reaction mixture was heated to 75° C with stirring, then cooled back to 60° C. Then was added 284 g. (300 cc, 3.3 moles) methyl acrylate over a 30 minute period. The reaction exothermed and temperature was held at about 80° C with cooling. After the addition was completed the batch was heated 3 hou...